This data is from the Open Reaction Database (ORD), a public repository of structured organic reaction records. The task is: describe an organic reaction: reactants, conditions, products, and yield Starting materials: C(C=C)Br (allyl bromide), C(C1=CC=CC=C1)[C@@H]([C@H](C[C@@H](C)C(NCCC(C)(C)C)=O)O)NC(C1=CC(=CC(=C1)N1C(CCC1)=O)O)=O (N-[(1S,2S,4R)-1-Benzyl-4-(3,3-dimethylbutylcarbamoyl)-2-hydroxypentyl]-3-hydroxy-5-(2-oxopyrrolidin-1-yl)-benzamide), C([O-])([O-])=O.[Cs+].[Cs+] (caesium carbonate), C(C=C)Br (allyl bromide). Run in CN(C)C=O (DMF), C(C)(=O)OCC (ethyl acetate), Cl (HCl). Conditions: time 2 hour. The product is C(C=C)OC=1C=C(C(=O)N[C@H]([C@H](C[C@@H](C)C(NCCC(C)(C)C)=O)O)CC2=CC=CC=C2)C=C(C1)N1C(CCC1)=O (3-Allyloxy-N-[(1S,2S,4R)-1-benzyl-4-(3,3-dimethylbutylcarbamoyl)-2-hydroxypentyl]-5-(2-oxopyrrolidin-1-yl)-benzamide). Reaction SMILES: [CH2:1]([C@H:8]([NH:23][C:24](=[O:38])[C:25]1[CH:30]=[C:29]([N:31]2[CH2:35][CH2:34][CH2:33][C:32]2=[O:36])[CH:28]=[C:27]([OH:37])[CH:26]=1)[C@@H:9]([OH:22])[CH2:10][C@H:11]([C:13](=[O:21])[NH:14][CH2:15][CH2:16][C:17]([CH3:20])([CH3:19])[CH3:18])[CH3:12])[C:2]1[CH:7]=[CH:6][CH:5]=[CH:4][CH:3]=1.C(=O)([O-])[O-].[Cs+].[Cs+].[CH2:45](Br)[CH:46]=[CH2:47]>CN(C=O)C.C(OCC)(=O)C.Cl>[CH2:47]([O:37][C:27]1[CH:26]=[C:25]([CH:30]=[C:29]([N:31]2[CH2:35][CH2:34][CH2:33][C:32]2=[O:36])[CH:28]=1)[C:24]([NH:23][C@@H:8]([CH2:1][C:2]1[CH:7]=[CH:6][CH:5]=[CH:4][CH:3]=1)[C@@H:9]([OH:22])[CH2:10][C@H:11]([C:13](=[O:21])[NH:14][CH2:15][CH2:16][C:17]([CH3:19])([CH3:18])[CH3:20])[CH3:12])=[O:38])[CH:46]=[CH2:45] |f:1.2.3|. Procedure: A mixture of N-[(1S,2S,4R)-1-Benzyl-4-(3,3-bimethylbutylcarbamoyl)-2-hydroxypentyl]-3-hydroxy-5-(2-oxopyrrolidin-1-yl)-benzamide (E2) (0.061 g, 0.117 mmol), caesium carbonate (0.050 g, 0.152 mmol) and allyl bromide (0.016 ml, 0.176 mmol) in DMF (1 ml) was stirred vigorously at room temperature for 2 hrs. More allyl bromide (0.008 ml) was added and stirring was continued for a further 1 hr. The mixture was diluted with ethyl acetate and 2N HCl and the product was extracted into ethyl acetate. The... The reactants are COC=1C=C2C(NC=NC2=CC1OCCN1CCSCC1)=O (6-methoxy-7-(2-thiomorpholinoethoxy)-3,4-dihydroquinazolin-4-one), S(=O)(Cl)Cl (thionyl chloride). Solvent: CN(C)C=O (DMF). Product: ClC1=NC=NC2=CC(=C(C=C12)OC)OCCN1CCSCC1 (4-chloro-6-methoxy-7-(2-thiomorpholinoethoxy)quinazoline). Isolated yield 25.0%. As a reaction SMILES: [CH3:1][O:2][C:3]1[CH:4]=[C:5]2[C:10](=[CH:11][C:12]=1[O:13][CH2:14][CH2:15][N:16]1[CH2:21][CH2:20][S:19][CH2:18][CH2:17]1)[N:9]=[CH:8][NH:7][C:6]2=O.S(Cl)([Cl:25])=O>CN(C=O)C>[Cl:25][C:6]1[C:5]2[C:10](=[CH:11][C:12]([O:13][CH2:14][CH2:15][N:16]3[CH2:21][CH2:20][S:19][CH2:18][CH2:17]3)=[C:3]([O:2][CH3:1])[CH:4]=2)[N:9]=[CH:8][N:7]=1. Procedure: A mixture of 6-methoxy-7-(2-thiomorpholinoethoxy)-3,4-dihydroquinazolin-4-one (1.5 g, 4.6 mmol), thionyl chloride (25 ml) and DMF (0.2 ml) was heated at reflux for 2 hours. Excess thionyl chloride was removed by evaporation and the residue azeotroped with toluene. The resulting gum was partitioned between aqueous sodium hydrogen carbonate solution and methylene chloride. The organic layer was separated and the aqueous layer extracted with methylene chloride (4×40 ml). The combined extracts were ...